From a dataset of the Open Reaction Database (ORD), a public repository of structured organic reaction records. describe an organic reaction: reactants, conditions, products, and yield Starting materials: C(#N)N=C(NS(=O)(=O)C1=C(C=CC(=C1)Cl)Cl)SC (N'-cyano-N-(2,5-dichlorophenylsulfonyl)-S-methylisothiourea), O.NN (hydrazine monohydrate). The solvent is C(C)O (ethanol). Reaction conditions: time 4 hour. Product: NC1=NC(=NN1)NS(=O)(=O)C1=C(C=CC(=C1)Cl)Cl (N-(5-Amino-1,2,4-triazol-3-yl)-2,5-dichlorobenzenesulfonamide). The yield is 63.2%. As a reaction SMILES: [C:1]([N:3]=[C:4](SC)[NH:5][S:6]([C:9]1[CH:14]=[C:13]([Cl:15])[CH:12]=[CH:11][C:10]=1[Cl:16])(=[O:8])=[O:7])#[N:2].O.[NH2:20][NH2:21]>C(O)C>[NH2:2][C:1]1[NH:21][N:20]=[C:4]([NH:5][S:6]([C:9]2[CH:14]=[C:13]([Cl:15])[CH:12]=[CH:11][C:10]=2[Cl:16])(=[O:8])=[O:7])[N:3]=1 |f:1.2|. Procedure details: A mixture of 8.51 g (26.2 mmol) of N'-cyano-N-(2,5-dichlorophenylsulfonyl)-S-methylisothiourea and 10 ml (10 g, 0.20 mol) of hydrazine monohydrate in 85 ml of ethanol was heated at reflux for 30 minutes. After cooling to room temperature, the solid which separated was collected and suspended in 170 ml of H2O and the suspension was acidified with concentrated aqueous HCl. After stirring the suspension for 4 hours the solid was collected and dried in vacuo to yield 5.10 g (57 percent) of the desir... The reactants are bis(dicyclopentyl(2-methoxyphenyl)phosphine)dichloropalladium(II), BrC=1C=NC=CC1 (3-bromopyridine), S1C=C(C=C1)B(O)O (3-thiopheneboronic acid), P(=O)([O-])([O-])[O-].[K+].[K+].[K+] (potassium phosphate), C(CCC)O (n-butanol), resultant mixture. The solvent is O (water). Conditions: temperature 100 celsius. Yields the product S1C=C(C=C1)C=1C=NC=CC1 (3-(3-thienyl)-pyridine). The yield is 92.0%. RXN SMILES: Br[C:2]1[CH:3]=[N:4][CH:5]=[CH:6][CH:7]=1.[S:8]1[CH:12]=[CH:11][C:10](B(O)O)=[CH:9]1.P([O-])([O-])([O-])=O.[K+].[K+].[K+].C(O)CCC>O>[S:8]1[CH:12]=[CH:11][C:10]([C:2]2[CH:3]=[N:4][CH:5]=[CH:6][CH:7]=2)=[CH:9]1 |f:2.3.4.5|. Procedure: Into a glass reaction vessel equipped with a cooling apparatus were added 0.015 mmol of bis(dicyclopentyl(2-methoxyphenyl)phosphine)dichloropalladium(II), 1.5 mmol of 3-bromopyridine, 2.25 mmol of 3-thiopheneboronic acid, 3.0 mmol of potassium phosphate and 4 mL of n-butanol. The resultant mixture was stirred with heating at 100° C. for 4 hours. The resultant reaction mixture was cooled down to room temperature, 20 mL of water was added, and the mixture was extracted with 20 mL of diethyl ether ...